Dataset: the Open Reaction Database (ORD), a public repository of structured organic reaction records. Task: describe an organic reaction: reactants, conditions, products, and yield Reactants: ClCl (chlorine), C(C)(C)(C)OC(=O)N1C(=NC2=C1C=CC(=C2)Cl)[C@H](CCC(=O)O)NC(C2=CC(=C(C=C2)C(=O)N2CCCC2)C)=O (N-[(1S)-1-(1-tert-butoxycarbonyl-5-chlorobenzimidazol-2-yl)-3-hydroxycarbonylpropyl]-3-methyl-4-(pyrrolidin-1-ylcarbonyl)benzamide), FC(C(=O)O)(F)F (trifluoroacetic acid), C24H25ClN4O4. The solvent is C(C)(=O)OCC.C(C)O.C(C)(=O)O (ethyl acetate ethanol acetic acid). Product: ClC1=CC2=C(NC(=N2)[C@H](CCC(=O)O)NC(C2=CC(=C(C=C2)C(=O)N2CCCC2)C)=O)C=C1 (N-[(1S)-1-(5-chloro-1H-benzimidazol-2-yl)-3-hydroxycarbonylpropyl]-3-methyl-4-(pyrrolidin-1-ylcarbonyl)benzamide). The yield is 68.0%. RXN SMILES: C(OC([N:8]1[C:12]2[CH:13]=[CH:14][C:15]([Cl:17])=[CH:16][C:11]=2[N:10]=[C:9]1[C@@H:18]([NH:24][C:25](=[O:40])[C:26]1[CH:31]=[CH:30][C:29]([C:32]([N:34]2[CH2:38][CH2:37][CH2:36][CH2:35]2)=[O:33])=[C:28]([CH3:39])[CH:27]=1)[CH2:19][CH2:20][C:21]([OH:23])=[O:22])=O)(C)(C)C.FC(F)(F)C(O)=O.ClCl>C(OCC)(=O)C.C(O)C.C(O)(=O)C>[Cl:17][C:15]1[CH:14]=[CH:13][C:12]2[NH:8][C:9]([C@@H:18]([NH:24][C:25](=[O:40])[C:26]3[CH:31]=[CH:30][C:29]([C:32]([N:34]4[CH2:38][CH2:37][CH2:36][CH2:35]4)=[O:33])=[C:28]([CH3:39])[CH:27]=3)[CH2:19][CH2:20][C:21]([OH:23])=[O:22])=[N:10][C:11]=2[CH:16]=1 |f:3.4.5|. Procedure details: Prepared analogously to Example 17 from N-[(1S)-1-(1-tert-butoxycarbonyl-5-chlorobenzimidazol-2-yl)-3-hydroxycarbonylpropyl]-3-methyl-4-(pyrrolidin-1-ylcarbonyl)benzamide and trifluoroacetic acid. Yield: 68%; Rf value: 0.50 (silica gel; ethyl acetate/ethanol/acetic acid=85:15:5); C24H25ClN4O4 (468.94); mass spectrum: (M+H)+=469/471 (chlorine isotope). The reactants are [BH4-], CCOCC, [Cl-], [Cl-], Cl, CCOC(=O)C(Cc1ccc(C(F)(F)F)cc1)C(=O)c1ccc(F)cc1F, [Na+], [Zn+2]. The product is CCOC(=O)C(Cc1ccc(C(F)(F)F)cc1)C(O)c1ccc(F)cc1F. RXN SMILES: [BH4-:1].[CH3:31][CH2:32][O:33][CH2:34][CH3:35].[Cl-:36].[Cl-:38].[ClH:30].[F:3][c:4]1[c:5]([C:11]([CH:12]([C:13](=[O:14])[O:15][CH2:16][CH3:17])[CH2:18][c:19]2[cH:20][cH:21][c:22]([C:25]([F:26])([F:27])[F:28])[cH:23][cH:24]2)=[O:29])[cH:6][cH:7][c:8]([F:10])[cH:9]1.[Na+:2].[Zn+2:37]>>[F:3][c:4]1[c:5]([CH:11]([CH:12]([C:13](=[O:14])[O:15][CH2:16][CH3:17])[CH2:18][c:19]2[cH:20][cH:21][c:22]([C:25]([F:26])([F:27])[F:28])[cH:23][cH:24]2)[OH:29])[cH:6][cH:7][c:8]([F:10])[cH:9]1. Starting materials: BrB(Br)Br, COc1ccc(Oc2ccc(-c3ccccc3)cc2)cc1, ClCCl, O. The product is Oc1ccc(Oc2ccc(-c3ccccc3)cc2)cc1. Reaction SMILES: [B:22]([Br:23])([Br:24])[Br:25].[CH3:1][O:2][c:3]1[cH:4][cH:5][c:6]([O:7][c:8]2[cH:9][cH:10][c:11](-[c:14]3[cH:15][cH:16][cH:17][cH:18][cH:19]3)[cH:12][cH:13]2)[cH:20][cH:21]1.[Cl:27][CH2:28][Cl:29].[OH2:26]>>[OH:2][c:3]1[cH:4][cH:5][c:6]([O:7][c:8]2[cH:9][cH:10][c:11](-[c:14]3[cH:15][cH:16][cH:17][cH:18][cH:19]3)[cH:12][cH:13]2)[cH:20][cH:21]1. Reactants: [H-].[Al+3].[Li+].[H-].[H-].[H-] (lithium aluminum hydride), C(CCCC)OC=1C=C(OCCCC(=O)OCC)C=CC1 (ethyl 4-(3-pentyloxyphenoxy)butyrate). Solvent: CCOCC (ether), CCOCC (ether). Reaction conditions: time 30 minute. The product is C(CCCC)OC=1C=C(OCCCCO)C=CC1 (4-[3-(pentyloxy)phenoxy]butanol). Reaction SMILES: [H-].[Al+3].[Li+].[H-].[H-].[H-].[CH2:7]([O:12][C:13]1[CH:14]=[C:15]([CH:25]=[CH:26][CH:27]=1)[O:16][CH2:17][CH2:18][CH2:19][C:20](OCC)=[O:21])[CH2:8][CH2:9][CH2:10][CH3:11]>CCOCC>[CH2:7]([O:12][C:13]1[CH:14]=[C:15]([CH:25]=[CH:26][CH:27]=1)[O:16][CH2:17][CH2:18][CH2:19][CH2:20][OH:21])[CH2:8][CH2:9][CH2:10][CH3:11] |f:0.1.2.3.4.5|. Procedure: To a suspension of 6.8 g of lithium aluminum hydride in 200 ml of anhydrous ether are added 26.2 g of ethyl 4-(3-pentyloxyphenoxy)butyrate dissolved in 100 ml of anhydrous ether. Addition is carried out at a rate which maintains reflux of the solvent. After 30 minutes, the mixture is cooled in an ice bath and quenched with water. 3N HCl is added; and the organic layer is separated, dried over magnesium sulfate, filtered, and concentrated under vacuum to yield 4-[3-(pentyloxy)phenoxy]butanol. The product is Clc1nc(Nc2ccncc2)c2ccccc2n1. Starting materials: CC(C)O, Clc1nc(Cl)c2ccccc2n1, Cl, Nc1ccncc1. RXN SMILES: [CH:21]([OH:22])([CH3:23])[CH3:24].[Cl:1][c:2]1[n:3][c:4]2[cH:5][cH:6][cH:7][cH:8][c:9]2[c:10]([Cl:12])[n:11]1.[ClH:20].[NH2:13][c:14]1[cH:15][cH:16][n:17][cH:18][cH:19]1>>[Cl:1][c:2]1[n:3][c:4]2[cH:5][cH:6][cH:7][cH:8][c:9]2[c:10]([NH:13][c:14]2[cH:15][cH:16][n:17][cH:18][cH:19]2)[n:11]1. The reactants are CCc1cc(N)cc(-c2nnnn2C)c1, C1CCOC1, CCOC(C)=O, O=C(Cl)Oc1ccccc1, Cl, Cc1cccc(C)n1. The product is CCc1cc(NC(=O)Oc2ccccc2)cc(-c2nnnn2C)c1. Reaction SMILES: [CH2:1]([CH3:2])[c:3]1[cH:4][c:5]([NH2:6])[cH:7][c:8](-[c:10]2[n:11][n:12][n:13][n:14]2[CH3:15])[cH:9]1.[CH2:35]1[O:36][CH2:37][CH2:38][CH2:39]1.[CH3:40][CH2:41][O:42][C:43](=[O:44])[CH3:45].[Cl:24][C:25](=[O:26])[O:27][c:28]1[cH:29][cH:30][cH:31][cH:32][cH:33]1.[ClH:34].[n:16]1[c:17]([CH3:18])[cH:19][cH:20][cH:21][c:22]1[CH3:23]>>[CH2:1]([CH3:2])[c:3]1[cH:4][c:5]([NH:6][C:25](=[O:26])[O:27][c:28]2[cH:29][cH:30][cH:31][cH:32][cH:33]2)[cH:7][c:8](-[c:10]2[n:11][n:12][n:13][n:14]2[CH3:15])[cH:9]1. Yield: 66.2%. Reaction conditions: temperature 80 celsius. Solvent: CN(C=O)C (dimethylformamide). The product is C(C1=CC=CC=C1)CNC1=C(C=O)C=C(C=C1)[N+](=O)[O-] (2-(benzylmethylamino)-5-nitrobenzaldehyde). RXN SMILES: Cl[C:2]1[CH:9]=[CH:8][C:7]([N+:10]([O-:12])=[O:11])=[CH:6][C:3]=1[CH:4]=[O:5].[CH2:13]([CH2:20][NH2:21])[C:14]1[CH:19]=[CH:18][CH:17]=[CH:16][CH:15]=1.C(=O)([O-])[O-].[K+].[K+]>CN(C)C=O>[CH2:13]([CH2:20][NH:21][C:2]1[CH:9]=[CH:8][C:7]([N+:10]([O-:12])=[O:11])=[CH:6][C:3]=1[CH:4]=[O:5])[C:14]1[CH:19]=[CH:18][CH:17]=[CH:16][CH:15]=1 |f:2.3.4|. Reported procedure: A mixture of 300 mg (1.62 mmol) of 2-chloro-5-nitrobenzaldehyde, 196 mg (1.62 mmol) of N-benzylmethylamine and 268 mg (1.94 mmol) of potassium carbonate in dimethylformamide was heated at 80° C. for 5 hour. The solvent was removed and the residue was partitioned between water and ethyl acetate (×2). The combined organic phases were evaporated and the residue was purified by column chromatography eluting with 25% ethyl acetate/petroleum ether (40-60° C.) to give 290 mg of 2-(benzylmethylamino)-5-... Starting materials: ClC1=C(C=O)C=C(C=C1)[N+](=O)[O-] (2-chloro-5-nitrobenzaldehyde), C(C1=CC=CC=C1)CN (N-benzylmethylamine), C([O-])([O-])=O.[K+].[K+] (potassium carbonate).